From a dataset of the Open Reaction Database (ORD), a public repository of structured organic reaction records. describe an organic reaction: reactants, conditions, products, and yield Reactants: CCOC(=O)CBr, CC(C)(C)[Si](Oc1cccc(CCC(=O)c2nc(-c3ccccc3)c(-c3ccccc3)o2)c1)(c1ccccc1)c1ccccc1, CCOC(C)=O, CN(C)C=O, [K+], [K+], O=C([O-])[O-], O. Product: CCOC(=O)CC(Cc1cccc(O[Si](c2ccccc2)(c2ccccc2)C(C)(C)C)c1)C(=O)c1nc(-c2ccccc2)c(-c2ccccc2)o1. RXN SMILES: [Br:46][CH2:47][C:48](=[O:49])[O:50][CH2:51][CH3:52].[C:1]([CH3:2])([CH3:3])([CH3:4])[Si:5]([O:6][c:7]1[cH:8][c:9]([CH2:13][CH2:14][C:15](=[O:16])[c:17]2[o:18][c:19](-[c:28]3[cH:29][cH:30][cH:31][cH:32][cH:33]3)[c:20](-[c:22]3[cH:23][cH:24][cH:25][cH:26][cH:27]3)[n:21]2)[cH:10][cH:11][cH:12]1)([c:34]1[cH:35][cH:36][cH:37][cH:38][cH:39]1)[c:40]1[cH:41][cH:42][cH:43][cH:44][cH:45]1.[C:60]([O:61][CH2:62][CH3:63])(=[O:64])[CH3:65].[CH3:66][N:67]([CH3:68])[CH:69]=[O:70].[K+:53].[K+:54].[O-:55][C:56]([O-:57])=[O:58].[OH2:59]>>[C:1]([CH3:2])([CH3:3])([CH3:4])[Si:5]([O:6][c:7]1[cH:8][c:9]([CH2:13][CH:14]([C:15](=[O:16])[c:17]2[o:18][c:19](-[c:28]3[cH:29][cH:30][cH:31][cH:32][cH:33]3)[c:20](-[c:22]3[cH:23][cH:24][cH:25][cH:26][cH:27]3)[n:21]2)[CH2:47][C:48](=[O:49])[O:50][CH2:51][CH3:52])[cH:10][cH:11][cH:12]1)([c:34]1[cH:35][cH:36][cH:37][cH:38][cH:39]1)[c:40]1[cH:41][cH:42][cH:43][cH:44][cH:45]1. Reactants: CC#N, CCOC(=O)N1C2CCC1CC(c1ccc(Cl)cc1C(O)CC)C2, O=S(=O)(O)O. The product is CCOC(=O)N1C2CCC1CC(c1ccc(Cl)cc1C(CC)NC(C)=O)C2. RXN SMILES: [CH3:30][C:31]#[N:32].[Cl:1][c:2]1[cH:3][c:4]([CH:21]([CH2:22][CH3:23])[OH:24])[c:5]([CH:8]2[CH2:9][CH:10]3[CH2:11][CH2:12][CH:13]([CH2:14]2)[N:15]3[C:16](=[O:17])[O:18][CH2:19][CH3:20])[cH:6][cH:7]1.[S:25]([OH:26])(=[O:27])(=[O:28])[OH:29]>>[Cl:1][c:2]1[cH:3][c:4]([CH:21]([CH2:22][CH3:23])[NH:32][C:31](=[O:26])[CH3:30])[c:5]([CH:8]2[CH2:9][CH:10]3[CH2:11][CH2:12][CH:13]([CH2:14]2)[N:15]3[C:16](=[O:17])[O:18][CH2:19][CH3:20])[cH:6][cH:7]1. The reactants are OC1=CC=C(C=C1)CC(=O)O (4-hydroxyphenylacetic acid), C(C)(=O)[O-].[K+] (potassium acetate), C(C)(=O)OC(C)=O (acetic anhydride), CC(=O)C=1C=CC(=CC1O)O (2,4-dihydroxyacetophenone), O (water). Yields the product C(C)(=O)OC1=CC=C(C=C1)C=1C(OC2=CC(=CC=C2C1C)OC(C)=O)=O (3-(4-acetoxyphenyl)-7-acetoxy-4-methylcoumarin). Reaction SMILES: [CH3:1][C:2]([C:4]1[CH:5]=[CH:6][C:7]([OH:11])=[CH:8][C:9]=1O)=O.[OH:12][C:13]1[CH:18]=[CH:17][C:16]([CH2:19][C:20]([OH:22])=[O:21])=[CH:15][CH:14]=1.[C:23]([O-:26])(=O)[CH3:24].[K+].O.[C:29](OC(=O)C)(=[O:31])[CH3:30]>>[C:29]([O:12][C:13]1[CH:14]=[CH:15][C:16]([C:19]2[C:20](=[O:22])[O:21][C:5]3[C:4]([C:2]=2[CH3:1])=[CH:9][CH:8]=[C:7]([O:11][C:23](=[O:26])[CH3:24])[CH:6]=3)=[CH:17][CH:18]=1)(=[O:31])[CH3:30] |f:2.3|. Reported procedure: A solution of 2,4-dihydroxyacetophenone (1.1 g, 7.24 mmol). 4-hydroxyphenylacetic acid (1.45 g, 9.5 mmol) and potassium acetate (0.9 g. 9.2 mmol) in acetic anhydride (10 mL) was heated under reflux for 18 h. After cooling, the mixture was poured into ice and water. The solid was filtered, washed with ether and dried under vacuum to give 3-(4-acetoxyphenyl)-7-acetoxy-4-methylcoumarin (1.83 g). Starting materials: ClC=1C=CC=2N(N1)C(=CN2)[N+](=O)[O-] (6-chloro-3-nitro-imidazo[1,2-b]pyridazine), O (water), ClC=1C(=NC=NC1)NCC1=CC=C(C=C1)O (4-[(5-chloro-pyrimidin-4-ylamino)-methyl]-phenol), C([O-])([O-])=O.[K+].[K+] (potassium carbonate). Run in CN(C=O)C (N,N-dimethylformamide). Reaction conditions: temperature 80 celsius, time 3 hour. The product is ClC=1C(=NC=NC1)NCC1=CC=C(C=C1)OC=1C=CC=2N(N1)C(=CN2)[N+](=O)[O-] ((5-Chloro-pyrimidin-4-yl)-[4-(3-nitro-imidazo[1,2-b]pyridazin-6-yloxy)-benzyl]-amine). Yield: 76.8%. RXN SMILES: Cl[C:2]1[CH:3]=[CH:4][C:5]2[N:6]([C:8]([N+:11]([O-:13])=[O:12])=[CH:9][N:10]=2)[N:7]=1.[Cl:14][C:15]1[C:16]([NH:21][CH2:22][C:23]2[CH:28]=[CH:27][C:26]([OH:29])=[CH:25][CH:24]=2)=[N:17][CH:18]=[N:19][CH:20]=1.C(=O)([O-])[O-].[K+].[K+].O>CN(C)C=O>[Cl:14][C:15]1[C:16]([NH:21][CH2:22][C:23]2[CH:28]=[CH:27][C:26]([O:29][C:2]3[CH:3]=[CH:4][C:5]4[N:6]([C:8]([N+:11]([O-:13])=[O:12])=[CH:9][N:10]=4)[N:7]=3)=[CH:25][CH:24]=2)=[N:17][CH:18]=[N:19][CH:20]=1 |f:2.3.4|. Procedure: 0.18 g (3.6 mmol) of 6-chloro-3-nitro-imidazo[1,2-b]pyridazine are added to a solution of 0.85 g (3.6 mmol) of 4-[(5-chloro-pyrimidin-4-ylamino)-methyl]-phenol (from example A14) and 2.5 g (18 mmol) of potassium carbonate in 10 ml of dry N,N-dimethylformamide and the reaction mixture is stirred at 80° C. for 3 h. The temperature is allowed to raise to room temperature and the mixture is poured into water (100 ml). The precipitate is filtered off and purified by silica gel chromatography (toluene... Starting materials: S(=S)(=O)([O-])[O-].[Na+].[Na+] (sodium thiosulfate), C(CCC)OCCOC1=CC=C(C=C1)C=1C=CC2=C(C=C(CCN2CC(C)C)C(=O)NC2=CC=C(C=C2)SCC=2N(C=CN2)CC)C1 (7-[4-(2-butoxyethoxy)phenyl]-N-[4-[[(1-ethylimidazol-2-yl)methyl]sulfanyl]phenyl]-1-isobutyl-2,3-dihydro-1-benzazepine-4-carboxamide), solution, ClC1=CC(=CC=C1)C(=O)OO (3-chloroperbenzoic acid). Solvent: ClCCl (dichloromethane), ClCCl (dichloromethane). Run at time 30 minute. Product: C(CCC)OCCOC1=CC=C(C=C1)C=1C=CC2=C(C=C(CCN2CC(C)C)C(=O)NC2=CC=C(C=C2)S(=O)CC=2N(C=CN2)CC)C1 (7-[4-(2-butoxyethoxy)phenyl]-N-[4-[[(1-ethylimidazol-2-yl)methyl]sulfinyl]phenyl]-1-isobutyl-2,3-dihydro-1-benzazepine-4-carboxamide). Isolated yield 53.4%. RXN SMILES: [CH2:1]([O:5][CH2:6][CH2:7][O:8][C:9]1[CH:14]=[CH:13][C:12]([C:15]2[CH:16]=[CH:17][C:18]3[N:24]([CH2:25][CH:26]([CH3:28])[CH3:27])[CH2:23][CH2:22][C:21]([C:29]([NH:31][C:32]4[CH:37]=[CH:36][C:35]([S:38][CH2:39][C:40]5[N:41]([CH2:45][CH3:46])[CH:42]=[CH:43][N:44]=5)=[CH:34][CH:33]=4)=[O:30])=[CH:20][C:19]=3[CH:47]=2)=[CH:11][CH:10]=1)[CH2:2][CH2:3][CH3:4].ClC1C=CC=C(C(OO)=[O:56])C=1.S([O-])([O-])(=O)=S.[Na+].[Na+]>ClCCl>[CH2:1]([O:5][CH2:6][CH2:7][O:8][C:9]1[CH:10]=[CH:11][C:12]([C:15]2[CH:16]=[CH:17][C:18]3[N:24]([CH2:25][CH:26]([CH3:27])[CH3:28])[CH2:23][CH2:22][C:21]([C:29]([NH:31][C:32]4[CH:33]=[CH:34][C:35]([S:38]([CH2:39][C:40]5[N:41]([CH2:45][CH3:46])[CH:42]=[CH:43][N:44]=5)=[O:56])=[CH:36][CH:37]=4)=[O:30])=[CH:20][C:19]=3[CH:47]=2)=[CH:13][CH:14]=1)[CH2:2][CH2:3][CH3:4] |f:2.3.4|. Reported procedure: To a solution of 7-[4-(2-butoxyethoxy)phenyl]-N-[4-[[(1-ethylimidazol-2-yl)methyl]sulfanyl]phenyl]-1-isobutyl-2,3-dihydro-1-benzazepine-4-carboxamide (150 mg) in dichloromethane (10 ml) was added dropwise 70% solution of 3-chloroperbenzoic acid (55.3 mg) in dichloromethane (10 ml) at −78° C. After finishing the dropping, an aqueous solution of sodium thiosulfate was added to the mixture, and the mixture was allowed to be at room temperature, stirred for 30 minutes, and extracted with ethyl aceta... Starting materials: C(C1=CC=CC=C1)OC(C1=C(C=CC=C1OC)OCC1=CC=CC=C1)=O (2-benzyloxy-6-methoxybenzoic acid benzyl ester), [C@@H]([C@H](C(=O)[O-])O)(C(=O)[O-])O.[Na+].[K+] (Rochelle salt), [H-].[Al+3].[Li+].[H-].[H-].[H-] (lithium aluminum hydride), C(C)(=O)OCC (Ethyl acetate). Run in CCOCC (ether), CCOCC (ether). Reaction conditions: time 2 hour. Yields the product C(C1=CC=CC=C1)OC1=C(C(=CC=C1)OC)CO ((2-Benzyloxy-6-methoxyphenyl)methanol). The yield is 109.2%. RXN SMILES: [H-].[Al+3].[Li+].[H-].[H-].[H-].C([O:14][C:15](=O)[C:16]1[C:21]([O:22][CH3:23])=[CH:20][CH:19]=[CH:18][C:17]=1[O:24][CH2:25][C:26]1[CH:31]=[CH:30][CH:29]=[CH:28][CH:27]=1)C1C=CC=CC=1.C(OCC)(=O)C.[C@H](O)(C([O-])=O)[C@@H](O)C([O-])=O.[Na+].[K+]>CCOCC>[CH2:25]([O:24][C:17]1[CH:18]=[CH:19][CH:20]=[C:21]([O:22][CH3:23])[C:16]=1[CH2:15][OH:14])[C:26]1[CH:27]=[CH:28][CH:29]=[CH:30][CH:31]=1 |f:0.1.2.3.4.5,8.9.10|. Procedure: In a nitrogen stream, to a suspension of lithium aluminum hydride (0.88 g, 23.14 mmol) in ether (35 mL), a solution of 2-benzyloxy-6-methoxybenzoic acid benzyl ester (6.2 g, 17.80 mmol) in ether (20 mL) was added at room temperature over 15 minutes. The reaction mixture was stirred for two hours under heating to reflux. Ethyl acetate (2 mL) was added dropwise to the reaction mixture under cooling with ice and then a saturated Rochelle salt aqueous solution (20 mL) was added dropwise thereto and ...